This data is from the Open Reaction Database (ORD), a public repository of structured organic reaction records. The task is: describe an organic reaction: reactants, conditions, products, and yield Reactants: CC1=C(C2=C(N(C=N2)CC2=CC=NC=C2)C=C1)N (5-Methyl-1-(pyridin-4-yl)methyl-1H-benzimidazol-4-ylamine), N(=C=O)C1=CC(=C(C=C1)C)C(F)(F)F (4-Isocyanato-1-methyl-2-trifluoromethyl-benzene). Solvent: ClCCl (dichloromethane). Run at time 4 hour. Product: CC1=C(C2=C(N(C=N2)CC2=CC=NC=C2)C=C1)NC(=O)NC1=CC(=C(C=C1)C)C(F)(F)F (1-(5-Methyl-1-pyridin-4-ylmethyl-1H-benzoimidazol-4-yl)-3-(4-methyl-3-trifluoromethyl-phenyl)-urea). RXN SMILES: [CH3:1][C:2]1[CH:17]=[CH:16][C:5]2[N:6]([CH2:9][C:10]3[CH:15]=[CH:14][N:13]=[CH:12][CH:11]=3)[CH:7]=[N:8][C:4]=2[C:3]=1[NH2:18].[N:19]([C:22]1[CH:27]=[CH:26][C:25]([CH3:28])=[C:24]([C:29]([F:32])([F:31])[F:30])[CH:23]=1)=[C:20]=[O:21]>ClCCl>[CH3:1][C:2]1[CH:17]=[CH:16][C:5]2[N:6]([CH2:9][C:10]3[CH:11]=[CH:12][N:13]=[CH:14][CH:15]=3)[CH:7]=[N:8][C:4]=2[C:3]=1[NH:18][C:20]([NH:19][C:22]1[CH:27]=[CH:26][C:25]([CH3:28])=[C:24]([C:29]([F:30])([F:32])[F:31])[CH:23]=1)=[O:21]. Reported procedure: Compound 2d (100 mg, 0.42 mmol) is weighed into a round bottom flask and dissolved in dichloromethane (3 mL). 4-Isocyanato-1-methyl-2-trifluoromethyl-benzene (85 mg, 0.42 mmol) is added as a solid and the homogeneous mixture is stirred for 4 h. The precipitate is collected via filtration and the solids are washed with ether and collected to yield compound 2h as a white amorphous solid. The reactants are CN1C(C(=C(C=C1C)O)C(=O)OCC)=O (ethyl 1,6-dimethyl-4-hydroxy-2-oxo-1,2-dihydropyridine-3-carboxyl ate), NC=1SC=NN1 (2-amino-1,3,4-thiadiazole), BrC1=CC=CC=C1 (bromobenzene). Reaction conditions: time 6.5 hour. The product is CN1C(C(=C(C=C1C)O)C(=O)NC=1SC=NN1)=O (1,6-dimethyl-4-hydroxy-2-oxo-N-(1,3,4-thiadiazol-2-yl)-1,2-dihydropyridine-3-carboxamide). The yield is 74.7%. Reaction SMILES: [CH3:1][N:2]1[C:7]([CH3:8])=[CH:6][C:5]([OH:9])=[C:4]([C:10](OCC)=[O:11])[C:3]1=[O:15].[NH2:16][C:17]1[S:18][CH:19]=[N:20][N:21]=1.BrC1C=CC=CC=1>>[CH3:1][N:2]1[C:7]([CH3:8])=[CH:6][C:5]([OH:9])=[C:4]([C:10]([NH:16][C:17]2[S:18][CH:19]=[N:20][N:21]=2)=[O:11])[C:3]1=[O:15]. Procedure: 213 mg of ethyl 1,6-dimethyl-4-hydroxy-2-oxo-1,2-dihydropyridine-3-carboxyl ate and 94 mg of 2-amino-1,3,4-thiadiazole were added to 2.5 ml of bromobenzene, then, the mixture was stirred for 6.5 hours under heat refluxing condition. The reaction mixture was cooled to room temperature, then, the resulting solid was collected by filtration, and washed with a mixed solvent of t-butyl methyl ether and hexane and dried to obtain 185 mg of 1,6-dimethyl-4-hydroxy-2-oxo-N-(1,3,4-thiadiazol-2-yl)-1,2-dih... Reactants: ClC1=CC=C(C=C1)C(C)OC(=O)C=1C(C(=C(NC1C)C)OCCOC)C1C(C(=CC=C1)[N+](=O)[O-])=C=O (2,6-dimethyl-3-(2-methoxyethyloxy)-carbonyl-4-(3'-nitrophenyl)-1,4-dihydropyridine-5-carboxylic acid 1-(4-chlorophenyl)-ethyl ester). The solvent is C(C)O (ethanol), C(C)O (ethanol). Yields the product 3'-nitrobenzylideneacetoacetic acid 2-methoxyethyl ester, ClC1=CC=C(C=C1)C(C)OC(\C=C(\C)/N)=O (β-aminocrotonic acid 1-(4-chlorophenyl)-ethyl ester). Yield: 72.0%. Reaction SMILES: [Cl:1][C:2]1[CH:7]=[CH:6][C:5]([CH:8]([O:10][C:11]([C:13]2C(C3C=CC=C([N+]([O-])=O)C3=C=O)C(OCCOC)=C(C)[NH:17][C:18]=2[CH3:19])=[O:12])[CH3:9])=[CH:4][CH:3]=1>C(O)C>[Cl:1][C:2]1[CH:3]=[CH:4][C:5]([CH:8]([O:10][C:11](=[O:12])/[CH:13]=[C:18](\[NH2:17])/[CH3:19])[CH3:9])=[CH:6][CH:7]=1. Reported procedure: Analogously to Example 1 heating a solution of 75 mmols of 3'-nitrobenzylideneacetoacetic acid 2-methoxyethyl ester and 75 mmols of β-aminocrotonic acid 1-(4-chlorophenyl)-ethyl ester in 120 ml of ethanol gave 2,6-dimethyl-3-(2-methoxyethyloxy)-carbonyl-4-(3'-nitrophenyl)-1,4-dihydropyridine-5-carboxylic acid 1-(4-chlorophenyl)-ethyl ester of melting point 106° C (from ethanol). Starting materials: O=C1CCC(c2cccc(Cl)c2)(c2cccc(Cl)c2)C2CN(Cc3ccccc3)CC12, CC(C)OC(C)C, C=COC(=O)Cl, ClCCCl. Yields the product C=COC(=O)N1CC2C(=O)CCC(c3cccc(Cl)c3)(c3cccc(Cl)c3)C2C1. Reaction SMILES: [CH2:1]([c:2]1[cH:3][cH:4][cH:5][cH:6][cH:7]1)[N:8]1[CH2:9][CH:10]2[C:11]([c:18]3[cH:19][c:20]([Cl:24])[cH:21][cH:22][cH:23]3)([c:25]3[cH:26][c:27]([Cl:31])[cH:28][cH:29][cH:30]3)[CH2:12][CH2:13][C:14](=[O:17])[CH:15]2[CH2:16]1.[CH:42]([O:43][CH:44]([CH3:45])[CH3:46])([CH3:47])[CH3:48].[Cl:32][C:33](=[O:34])[O:35][CH:36]=[CH2:37].[Cl:38][CH2:39][CH2:40][Cl:41]>>[N:8]1([C:33](=[O:34])[O:35][CH:36]=[CH2:37])[CH2:9][CH:10]2[C:11]([c:18]3[cH:19][c:20]([Cl:24])[cH:21][cH:22][cH:23]3)([c:25]3[cH:26][c:27]([Cl:31])[cH:28][cH:29][cH:30]3)[CH2:12][CH2:13][C:14](=[O:17])[CH:15]2[CH2:16]1. Starting materials: O=c1[nH]cc([N+](=O)[O-])c(=O)[nH]1, N, O. Product: Nc1c[nH]c(=O)[nH]c1=O. RXN SMILES: [N+:2]([O-:3])(=[O:4])[c:5]1[c:6](=[O:12])[nH:7][c:8](=[O:11])[nH:9][cH:10]1.[NH3:1].[OH2:13]>>[NH2:2][c:5]1[c:6](=[O:12])[nH:7][c:8](=[O:11])[nH:9][cH:10]1. Starting materials: ClC1=CN=CC(=N1)NC1=CC=C2C=CNC2=C1 ((6-chloro-pyrazin-2-yl)-(1H-indol-6-yl)-amine), N1=CC=C(C=C1)B(O)O (pyridine-4-boronic acid), C([O-])([O-])=O.[Na+].[Na+] (sodium carbonate). Reagents/catalysts: C=1C=CC(=CC1)[P](C=2C=CC=CC2)(C=3C=CC=CC3)[Pd]([P](C=4C=CC=CC4)(C=5C=CC=CC5)C=6C=CC=CC6)([P](C=7C=CC=CC7)(C=8C=CC=CC8)C=9C=CC=CC9)[P](C=1C=CC=CC1)(C=1C=CC=CC1)C=1C=CC=CC1 (tetrakis(triphenylphosphine)palladium(0)). Solvent: COCCOC.O (DME water). The product is N1=CC=C(C=C1)C1=CN=CC(=N1)NC1=CC=C2C=CNC2=C1 (N-(6-pyridin-4-ylpyrazin-2-yl)-1H-indol-6-amine). Isolated yield 36.4%. RXN SMILES: Cl[C:2]1[N:7]=[C:6]([NH:8][C:9]2[CH:17]=[C:16]3[C:12]([CH:13]=[CH:14][NH:15]3)=[CH:11][CH:10]=2)[CH:5]=[N:4][CH:3]=1.[N:18]1[CH:23]=[CH:22][C:21](B(O)O)=[CH:20][CH:19]=1.C(=O)([O-])[O-].[Na+].[Na+]>COCCOC.O.C1C=CC([P]([Pd]([P](C2C=CC=CC=2)(C2C=CC=CC=2)C2C=CC=CC=2)([P](C2C=CC=CC=2)(C2C=CC=CC=2)C2C=CC=CC=2)[P](C2C=CC=CC=2)(C2C=CC=CC=2)C2C=CC=CC=2)(C2C=CC=CC=2)C2C=CC=CC=2)=CC=1>[N:18]1[CH:23]=[CH:22][C:21]([C:2]2[N:7]=[C:6]([NH:8][C:9]3[CH:17]=[C:16]4[C:12]([CH:13]=[CH:14][NH:15]4)=[CH:11][CH:10]=3)[CH:5]=[N:4][CH:3]=2)=[CH:20][CH:19]=1 |f:2.3.4,5.6,^1:43,45,64,83|. Procedure details: A mixture of (6-chloro-pyrazin-2-yl)-(1H-indol-6-yl)-amine (0.070 g, 0.2868 mmol), pyridine-4-boronic acid (0.042 g, 0.344 mmol), sodium carbonate (0.150 g, 1.43 mmol) and tetrakis(triphenylphosphine)palladium(0) (0.0165 g, 0.0143 mmol) in DME:water (3:2, 5 mL) was heated at reflux for 20 h. The reaction mixture was concentrated under reduced pressure and the residue obtained was extracted with dichloromethane. The organic layer was washed with water, brine, dried over sodium sulfate and concent... Reactants: CC(=O)O[BH-](OC(C)=O)OC(C)=O, CC(=O)O, ClCCl, O=Cc1ccc(C2Nc3cccc4c(=O)[nH]nc(c34)C2c2ccc(F)cc2)cc1, CC(C)(C)OC(=O)N1CCNCC1, [Na+]. RXN SMILES: [C:47]([O:48][BH-:49]([O:50][C:51](=[O:52])[CH3:53])[O:54][C:55](=[O:56])[CH3:57])(=[O:58])[CH3:59].[CH3:43][C:44](=[O:45])[OH:46].[Cl:61][CH2:62][Cl:63].[F:1][c:2]1[cH:3][cH:4][c:5]([CH:8]2[CH:9]([c:22]3[cH:23][cH:24][c:25]([CH:26]=[O:27])[cH:28][cH:29]3)[NH:10][c:11]3[c:12]4[c:13]2[n:14][nH:15][c:16](=[O:21])[c:17]4[cH:18][cH:19][cH:20]3)[cH:6][cH:7]1.[N:30]1([C:36](=[O:37])[O:38][C:39]([CH3:40])([CH3:41])[CH3:42])[CH2:31][CH2:32][NH:33][CH2:34][CH2:35]1.[Na+:60]>>[F:1][c:2]1[cH:3][cH:4][c:5]([CH:8]2[CH:9]([c:22]3[cH:23][cH:24][c:25]([CH2:26][N:33]4[CH2:32][CH2:31][N:30]([C:36](=[O:37])[O:38][C:39]([CH3:40])([CH3:41])[CH3:42])[CH2:35][CH2:34]4)[cH:28][cH:29]3)[NH:10][c:11]3[c:12]4[c:13]2[n:14][nH:15][c:16](=[O:21])[c:17]4[cH:18][cH:19][cH:20]3)[cH:6][cH:7]1. Product: CC(C)(C)OC(=O)N1CCN(Cc2ccc(C3Nc4cccc5c(=O)[nH]nc(c45)C3c3ccc(F)cc3)cc2)CC1. Reported procedure: A mixture of 26.5 g (0.25 mol) of 3-mercaptopropionic acid, 150 mls of ethyl ether and 250 mls of 1-normal NaOH has been treated dropwise, the temperature being maintained between 0° C. and 5° C., with vigorous stirring, with 40.3 g of 2-thenoyl chloride (0.275 mol) in 80 mls of ethyl ether, while concurrently adding, so as to keep the pH of the reaction environment constantly alkaline, 31.5 g (0.36 mol) of NaHCO3 in 800 mls of water. On completion of dripping, stirring has been continued for 16... Solvent: C(C)OCC (ethyl ether), C(C)OCC (ethyl ether), O (water). RXN SMILES: [SH:1][CH2:2][CH2:3][C:4]([OH:6])=[O:5].[OH-].[Na+].[C:9]1([C:14](Cl)=[O:15])[S:13][CH:12]=[CH:11][CH:10]=1.C([O-])(O)=O.[Na+]>C(OCC)C.O>[C:9]1([C:14]([S:1][CH2:2][CH2:3][C:4]([OH:6])=[O:5])=[O:15])[S:13][CH:12]=[CH:11][CH:10]=1 |f:1.2,4.5|. Reactants: SCCC(=O)O (3-mercaptopropionic acid), [OH-].[Na+] (NaOH), C(=O)(O)[O-].[Na+] (NaHCO3), C1(=CC=CS1)C(=O)Cl (2-thenoyl chloride). Product: C1(=CC=CS1)C(=O)SCCC(=O)O (3-(2-thenoylmercapto)-propionic acid). Reactants: [Al+3], ClCCl, C=CC(C)=O, [Cl-], [Cl-], [Cl-], C=CC(=C)Cl, O. Product: CC(=O)C1CC=C(Cl)CC1. Reaction SMILES: [Al+3:7].[CH2:10]([Cl:11])[Cl:12].[CH:1](=[CH2:2])[C:3](=[O:4])[CH3:5].[Cl-:6].[Cl-:8].[Cl-:9].[Cl:13][C:14](=[CH2:15])[CH:16]=[CH2:17].[OH2:18]>>[CH:1]1([C:3](=[O:4])[CH3:5])[CH2:2][CH:15]=[C:14]([Cl:13])[CH2:16][CH2:17]1.